describe an organic reaction: reactants, conditions, products, and yield From a dataset of the Open Reaction Database (ORD), a public repository of structured organic reaction records. Yields the product COc1c(C)cccc1C1CC1(Cl)Cl. RXN SMILES: [CH2:20]([N+:21]([CH2:22][CH3:23])([CH2:24][CH3:25])[CH2:26][CH3:27])[c:28]1[cH:29][cH:30][cH:31][cH:32][cH:33]1.[CH3:1][O:2][c:3]1[c:4]([CH3:11])[cH:5][cH:6][cH:7][c:8]1[CH:9]=[CH2:10].[CH:15]([Cl:16])([Cl:17])[Cl:18].[Cl-:19].[Na+:13].[OH-:12].[OH2:14]>>[CH3:1][O:2][c:3]1[c:4]([CH3:11])[cH:5][cH:6][cH:7][c:8]1[CH:9]1[CH2:10][C:15]1([Cl:16])[Cl:18]. Starting materials: CC[N+](CC)(CC)Cc1ccccc1, C=Cc1cccc(C)c1OC, ClC(Cl)Cl, [Cl-], [Na+], [OH-], O.